From a dataset of the Open Reaction Database (ORD), a public repository of structured organic reaction records. describe an organic reaction: reactants, conditions, products, and yield Reaction SMILES: [Cl:1][C:2]1[CH:7]=[CH:6][C:5]([C:8]2[N:16]([C@H:17]([CH3:21])[C:18]([OH:20])=[O:19])[C:11]3=[N:12][CH:13]=[CH:14][CH:15]=[C:10]3[N:9]=2)=[CH:4][CH:3]=1.C(=O)(O)[O-].[Na+].O.[CH2:28](O)[CH2:29][OH:30]>S(=O)(=O)(O)O>[OH:30][CH2:29][CH2:28][O:19][C:18](=[O:20])[C@@H:17]([CH3:21])[N:16]1[C:11]2=[N:12][CH:13]=[CH:14][CH:15]=[C:10]2[N:9]=[C:8]1[C:5]1[CH:6]=[CH:7][C:2]([Cl:1])=[CH:3][CH:4]=1 |f:1.2|. Yields the product OCCOC([C@H](N1C(=NC=2C1=NC=CC2)C2=CC=C(C=C2)Cl)C)=O ((R)-2-(4-Chlorophenyl)-α-methyl-3H-imidazo[4,5-b]pyridine-3-acetic acid 2-hydroxyethyl ester). The yield is 54.0%. Procedure details: A solution of (R)-2-(4-chlorophenyl)-α-methyl-3H-imidazo[4,5-b]pyridine-3-acetic acid (4.22 g, 0.014 mole) and concentrated sulfuric acid (4 drops) in ethylene glycol (50 ml) was refluxed under nitrogen for three hours, and then poured into a saturated sodium bicarbonate solution (200 ml). Water (50 ml) was added and the product was extracted into three portions of ethyl acetate. The combined organic layers were washed twice with water and once with a saturated sodium chloride solution, dried ov... Starting materials: C([O-])(O)=O.[Na+] (sodium bicarbonate), ClC1=CC=C(C=C1)C1=NC=2C(=NC=CC2)N1[C@@H](C(=O)O)C ((R)-2-(4-chlorophenyl)-α-methyl-3H-imidazo[4,5-b]pyridine-3-acetic acid), C(CO)O (ethylene glycol), O (Water). Reagents/catalysts: S(O)(O)(=O)=O (sulfuric acid).